From a dataset of the Open Reaction Database (ORD), a public repository of structured organic reaction records. describe an organic reaction: reactants, conditions, products, and yield Starting materials: O (Water), Cl.C1(=CC=CC=C1)C1=NC=CC(=C1)C (2-phenyl-4-methylpyridine hydrochloride), CN(C1=CC=C(C=O)C=C1)C (4-dimethylaminobenzaldehyde), C(C)(C)(C)O[K] (tBuOK). The solvent is CN(C)C=O (DMF). Run at time 5 hour. The product is C1(=CC=CC=C1)C1=NC=CC(=C1)C=CC1=CC=C(C=C1)N(C)C (2-phenyl-4-(p-dimethylaminostyryl)pyridine). Isolated yield 44.5%. RXN SMILES: Cl.[C:2]1([C:8]2[CH:13]=[C:12]([CH3:14])[CH:11]=[CH:10][N:9]=2)[CH:7]=[CH:6][CH:5]=[CH:4][CH:3]=1.[CH3:15][N:16]([CH3:25])[C:17]1[CH:24]=[CH:23][C:20]([CH:21]=O)=[CH:19][CH:18]=1.C(O[K])(C)(C)C.O>CN(C=O)C>[C:2]1([C:8]2[CH:13]=[C:12]([CH:14]=[CH:21][C:20]3[CH:23]=[CH:24][C:17]([N:16]([CH3:25])[CH3:15])=[CH:18][CH:19]=3)[CH:11]=[CH:10][N:9]=2)[CH:7]=[CH:6][CH:5]=[CH:4][CH:3]=1 |f:0.1|. Procedure details: To a mixture of 2-phenyl-4-methylpyridine hydrochloride (1 g, 4.86 mmol) and 4-dimethylaminobenzaldehyde (0.725 g, 4.86 mmol) in anhydrous DMF (30 ml) was added solid tBuOK and the resulting mixture was stirred 5 hours at room temperature under nitrogen. Water (200 ml) was then added, the resulting yellow precipitate was filtered off and successively washed with water and Et2O to afford 650 mg (44%) of the titled compound as a yellow solid. Starting materials: BrC=1C(=NC(=NC1)Cl)Cl (5-bromo-2,4-dichloropyrimidine), C(C)(C)[Mg]Cl (isopropylmagnesium chloride), CSC1=NC=CC(=N1)C=O (2-(methylthio)pyrimidine-4-carbaldehyde). The solvent is C1CCOC1 (THF). Reaction conditions: temperature 0 celsius, time 30 minute. Product: ClC1=NC=C(C(=N1)Cl)C(O)C1=NC(=NC=C1)SC ((2,4-dichloro-pyrimidin-5-yl)-(2-methylsulfanyl-pyrimidin-4-yl)-methanol). RXN SMILES: Br[C:2]1[C:3]([Cl:9])=[N:4][C:5]([Cl:8])=[N:6][CH:7]=1.C([Mg]Cl)(C)C.[CH3:15][S:16][C:17]1[N:22]=[C:21]([CH:23]=[O:24])[CH:20]=[CH:19][N:18]=1>C1COCC1>[Cl:8][C:5]1[N:4]=[C:3]([Cl:9])[C:2]([CH:23]([C:21]2[CH:20]=[CH:19][N:18]=[C:17]([S:16][CH3:15])[N:22]=2)[OH:24])=[CH:7][N:6]=1. Procedure: To a stirred solution of 5-bromo-2,4-dichloropyrimidine (14.83 g, 65 mmol) in THF (200 mL) was added isopropylmagnesium chloride (78 mL, 1M, 78 mmol) dropwise at −30° C. After 30 minutes, 2-(methylthio)pyrimidine-4-carbaldehyde (10 g, 65 mmol) was added to the mixture. The mixture was warmed to 0° C. and stirred for 1 hour. Then the reaction mixture was quenched with saturated ammonium chloride solution (20 mL) and extracted with ethyl acetate (200 mL). The filtrate was washed with water (3×25 m... Reactants: FC(OC1=C(C=CC=C1)N1CCNCC1)(F)F (1-(2-trifluoromethoxyphenyl)piperazine), BrCCO (2-bromoethanol), CCN(C(C)C)C(C)C (DIPEA), CN(C)C=O (DMF). Solvent: O (H2O). Conditions: temperature 65 celsius. The product is OCCN1CCN(CC1)C1=C(C=CC=C1)OC(F)(F)F (1-(2-hydroxyethyl)-4-(2-trifluoromethoxyphenyl)piperazine). Isolated yield 63.0%. As a reaction SMILES: [F:1][C:2]([F:17])([F:16])[O:3][C:4]1[CH:9]=[CH:8][CH:7]=[CH:6][C:5]=1[N:10]1[CH2:15][CH2:14][NH:13][CH2:12][CH2:11]1.Br[CH2:19][CH2:20][OH:21].CCN(C(C)C)C(C)C.CN(C=O)C>O>[OH:21][CH2:20][CH2:19][N:13]1[CH2:14][CH2:15][N:10]([C:5]2[CH:6]=[CH:7][CH:8]=[CH:9][C:4]=2[O:3][C:2]([F:1])([F:16])[F:17])[CH2:11][CH2:12]1. Reported procedure: A stirred mixture of 1.23 g of 1-(2-trifluoromethoxyphenyl)piperazine, 0.73 mL of 97% 2-bromoethanol, 1.25 mL of DIPEA and 4 mL of DMF was heated at 65° C. for 6 h. After cooling to r.t., the mixture was diluted with H2O (50 mL) and extracted with CH2Cl2 (3×30 mL). The organic layer was dried (anhydrous Na2SO4) and evaporated to dryness in vacuo. The residue was purified by flash chromatography (CH2Cl2-MeOH 100:1.5) affording 0.911 g (63%) of the title compound. Starting materials: NC1CC1, CCNS(=O)(=O)c1cc(C(=O)O)c(Cl)cc1F, O=C(O)c1ccc(F)c(S(=O)(=O)Cl)c1. Yields the product O=C(O)c1cc(S(=O)(=O)NC2CC2)c(F)cc1Cl. As a reaction SMILES: [CH:15]1([NH2:18])[CH2:16][CH2:17]1.[Cl:19][c:20]1[c:21]([C:22](=[O:23])[OH:24])[cH:25][c:26]([S:30](=[O:31])(=[O:32])[NH:33][CH2:34][CH3:35])[c:27]([F:29])[cH:28]1.[Cl:1][S:2]([c:3]1[cH:4][c:5]([C:10]([OH:11])=[O:12])[cH:6][cH:7][c:8]1[F:9])(=[O:13])=[O:14]>>[CH:15]1([NH:18][S:30]([c:26]2[cH:25][c:21]([C:22](=[O:23])[OH:24])[c:20]([Cl:19])[cH:28][c:27]2[F:29])(=[O:31])=[O:32])[CH2:16][CH2:17]1. Reactants: O (H2O), CC1(OC[C@@H](O1)CO)C ((S)-(+)-2,2-Dimethyl-1,3-dioxolane-4-methanol), IC1=CC=C(CBr)C=C1 (4-iodobenzylbromide), [OH-].[K+] (KOH). The solvent is C1(=CC=CC=C1)C (toluene). The product is IC1=CC=C(COC[C@@H](CO)O)C=C1 ((R)-3-(4-iodobenzyloxy)propane-1,2-diol). Yield: 88.9%. Reaction SMILES: C[C:2]1([CH3:9])[O:6][C@@H:5]([CH2:7][OH:8])[CH2:4][O:3]1.[I:10][C:11]1[CH:18]=[CH:17]C(CBr)=[CH:13][CH:12]=1.[OH-].[K+].O>C1(C)C=CC=CC=1>[I:10][C:11]1[CH:18]=[CH:17][C:9]([CH2:2][O:3][CH2:4][C@H:5]([OH:6])[CH2:7][OH:8])=[CH:13][CH:12]=1 |f:2.3|. Procedure: (S)-(+)-2,2-Dimethyl-1,3-dioxolane-4-methanol (6, 1.17 g, 8.9 mmol) and 4-iodobenzylbromide (2.5 g, 8.4 mmol) were refluxed under Dean-Stark conditions in toluene (80 mL) in the presence of KOH (8.8 g, 154.0 mmol) for 12 h. The reaction mixture was allowed to cool down and H2O (30 mL) was added. After separation of the phases the water layer was washed with toluene (2×15 mL). Combined organic layers were washed with H2O (30 mL) and concentrated in vacuo. The residue was treated with 80% aq. AcOH... Reactants: Example 6 1.22, CN(C)C(N(C)C)N(C)C (tris(dimethylamino)methane), C(C)OC(=O)C=1C(O[C@](C1C)(CC)C(N(CC)CC)=O)=O ((S)-5-diethylcarbamoyl-5-ethyl-4-methyl-2-oxo-2,5-dihydro-furan-3-carboxylic acid ethyl ester), C[C@@H]1CC[C@H]([C@@H](C1)OC(C(CC)=O)=O)C(C)(C1=CC=CC=C1)C (2-oxo-butyric acid (1R,2S,5R)-5-methyl-2-(1-methyl-1-phenyl-ethyl)-cyclohexyl ester). Solvent: CN(C=O)C (dimethyl formamide). The product is C(C)OC(=O)C=1C(O[C@](C1\C=C\N(C)C)(CC)C(N(CC)CC)=O)=O ((S)-5-diethylcarbamoyl-4-((E)-2-dimethylamino-vinyl)-5-ethyl-2-oxo-2,5-dihydro-furan-3-carboxylic acid ethyl ester). Reaction SMILES: [CH2:1]([O:3][C:4]([C:6]1[C:7](=[O:21])[O:8][C@@:9]([C:14](=[O:20])[N:15]([CH2:18][CH3:19])[CH2:16][CH3:17])([CH2:12][CH3:13])[C:10]=1[CH3:11])=[O:5])[CH3:2].C[C@H]1C[C@@H](OC(=O)C(=O)CC)[C@H](C(C)(C2C=CC=CC=2)C)CC1.[CH3:45][N:46]([CH:48](N(C)C)N(C)C)[CH3:47]>CN(C)C=O>[CH2:1]([O:3][C:4]([C:6]1[C:7](=[O:21])[O:8][C@@:9]([C:14](=[O:20])[N:15]([CH2:16][CH3:17])[CH2:18][CH3:19])([CH2:12][CH3:13])[C:10]=1/[CH:11]=[CH:45]/[N:46]([CH3:48])[CH3:47])=[O:5])[CH3:2]. Procedure details: According to the procedure described in Example 6 1.22 0 g of compound (23) as obtained from example 17 (4.103 mmol) in 7.3 mL dimethyl formamide were treated with 7.55 mL tris(dimethylamino)methane (42.26 mmol, 10.3 eq) yielding the crude product as an orange oil (1.463 mg, 101% by weight). Starting materials: ClC1=CC(=C(C=C1C=1OC2=C(N1)C=CC=C2)[N+](=O)[O-])NC2CCOCC2 (2-(4-chloro-2-(tetrahydropyran-4-yl)aminonitrobenzen-5-yl)benzoxazole). The reagents and catalysts are [Fe] (iron). Run in C(C)(=O)O (acetic acid). Yields the product ClC1=CC(=C(N)C=C1C=1OC2=C(N1)C=CC=C2)NC2CCOCC2 (2-(4-chloro-2-(tetrahydropyran-4-yl)aminoanilin-5-yl)benzoxazole). Yield: 21.8%. As a reaction SMILES: [Cl:1][C:2]1[C:7]([C:8]2[O:9][C:10]3[CH:16]=[CH:15][CH:14]=[CH:13][C:11]=3[N:12]=2)=[CH:6][C:5]([N+:17]([O-])=O)=[C:4]([NH:20][CH:21]2[CH2:26][CH2:25][O:24][CH2:23][CH2:22]2)[CH:3]=1>[Fe].C(O)(=O)C>[Cl:1][C:2]1[C:7]([C:8]2[O:9][C:10]3[CH:16]=[CH:15][CH:14]=[CH:13][C:11]=3[N:12]=2)=[CH:6][C:5]([NH2:17])=[C:4]([NH:20][CH:21]2[CH2:26][CH2:25][O:24][CH2:23][CH2:22]2)[CH:3]=1. Procedure details: To 2-(4-chloro-2-(tetrahydropyran-4-yl)aminonitrobenzen-5-yl)benzoxazole (see Working Example 112-2) (0.10 g, 0.8 mmol) was added iron powder (0.33 g, 5.8 mmol) and acetic acid (50 mL), and this was heated to reflux for 2 hours. After the reaction solution cooled, this was filtered through Celite and concentrated, and the residue obtained was purified by silica gel column chromatography to yield the title compound (0.06 g, 65% yield) as a reddish-brown solid. Starting materials: CCOC(=O)c1cc2c(n1CCCCOC)C(=O)CCC2, CCO, [Li+], [OH-], O, O. Product: COCCCCn1c(C(=O)O)cc2c1C(=O)CCC2. Reaction SMILES: [CH3:1][O:2][CH2:3][CH2:4][CH2:5][CH2:6][n:7]1[c:8]([C:17](=[O:18])[O:19][CH2:20][CH3:21])[cH:9][c:10]2[c:15]1[C:14](=[O:16])[CH2:13][CH2:12][CH2:11]2.[CH3:25][CH2:26][OH:27].[Li+:24].[OH-:23].[OH2:22].[OH2:28]>>[CH3:1][O:2][CH2:3][CH2:4][CH2:5][CH2:6][n:7]1[c:8]([C:17](=[O:18])[OH:19])[cH:9][c:10]2[c:15]1[C:14](=[O:16])[CH2:13][CH2:12][CH2:11]2. Reactants: Br (hydrobromic acid), COC=1C=C(CO)C=CC1 (3-methoxybenzyl alcohol). Run at time 4 day. The product is COC=1C=C(CBr)C=CC1 (3-Methoxybenzyl Bromide). Isolated yield 89.3%. As a reaction SMILES: [BrH:1].[CH3:2][O:3][C:4]1[CH:5]=[C:6]([CH:9]=[CH:10][CH:11]=1)[CH2:7]O>>[CH3:2][O:3][C:4]1[CH:5]=[C:6]([CH:9]=[CH:10][CH:11]=1)[CH2:7][Br:1]. Procedure: To cooled (15° to 20° C.) hydrobromic acid (3.22 kg) (48%) is added 3-methoxybenzyl alcohol (1 kg) dropwise over a period of 1 hour. A slight exotherm results with pot temperature rising from 20° to 23° C. After the addition, the reaction mixture was stirred at 23° to 27° C. for four days. The product separated as an oil during this period. The reaction mixture was transferred to a separatory funnel, and the lower layer containing the product was separated. The aqueous phase was extracted with m...